From a dataset of the Open Reaction Database (ORD), a public repository of structured organic reaction records. describe an organic reaction: reactants, conditions, products, and yield Reactants: CN(C(=O)Cl)c1ccccc1, CN(C)C=O, ClCCl, Cl, C1CN2CCN1CC2, O, O=C(Nc1ccc(O)nc1)c1ccccn1. Yields the product CN(C(=O)Oc1ccc(NC(=O)c2ccccn2)cn1)c1ccccc1. Reaction SMILES: [CH3:18][N:19]([C:20](=[O:21])[Cl:22])[c:23]1[cH:24][cH:25][cH:26][cH:27][cH:28]1.[CH3:38][N:39]([CH3:40])[CH:41]=[O:42].[Cl:43][CH2:44][Cl:45].[ClH:1].[N:29]12[CH2:30][CH2:31][N:32]([CH2:33][CH2:34]1)[CH2:35][CH2:36]2.[OH2:37].[OH:2][c:3]1[cH:4][cH:5][c:6]([NH:9][C:10](=[O:11])[c:12]2[n:13][cH:14][cH:15][cH:16][cH:17]2)[cH:7][n:8]1>>[O:2]([c:3]1[cH:4][cH:5][c:6]([NH:9][C:10](=[O:11])[c:12]2[n:13][cH:14][cH:15][cH:16][cH:17]2)[cH:7][n:8]1)[C:20]([N:19]([CH3:18])[c:23]1[cH:24][cH:25][cH:26][cH:27][cH:28]1)=[O:21]. The reactants are C(C1=CC=CO1)N1N=CC2=C1N=CC=1C(=NC=3N(C12)N=CN3)OC3=CC=CC=C3 (8-furfuryl-5-phenyloxy-8H-pyrazolo[4',3':5,6]pyrido[3,4-e][1,2,4]triazolo[1,5-a]pyrimidine), COCCOCCOC (diethyleneglycol dimethyl ether), [Se](=O)=O (selenium dioxide). Reaction conditions: time 2 hour. The product is C1(=CC=CC=C1)OC1=NC=2N(C3=C1C=NC1=C3C=NN1)N=CN2 (5-Phenyloxy-8H-pyrazolo[4',3':5,6]pyrido[3,4-e][1,2,4]triazolo[1,5-a]pyrimidine). As a reaction SMILES: C([N:7]1[C:11]2[N:12]=[CH:13][C:14]3[C:15]([O:23][C:24]4[CH:29]=[CH:28][CH:27]=[CH:26][CH:25]=4)=[N:16][C:17]4[N:18]([N:20]=[CH:21][N:22]=4)[C:19]=3[C:10]=2[CH:9]=[N:8]1)C1OC=CC=1.COCCOCCOC.[Se](=O)=O>>[C:24]1([O:23][C:15]2[C:14]3[CH:13]=[N:12][C:11]4[NH:7][N:8]=[CH:9][C:10]=4[C:19]=3[N:18]3[N:20]=[CH:21][N:22]=[C:17]3[N:16]=2)[CH:25]=[CH:26][CH:27]=[CH:28][CH:29]=1. Reported procedure: 0.01 mol. of 8-furfuryl-5-phenyloxy-8H-pyrazolo[4',3':5,6]pyrido[3,4-e][1,2,4]triazolo[1,5-a]pyrimidine is heated in 50 ml. of diethyleneglycol dimethyl ether containing 0.01 mol. of selenium dioxide at reflux temperature with stirring for two hours. The mixture is filtered hot and evaporated to dryness. 5-Phenyloxy-8H-pyrazolo[4',3':5,6]pyrido[3,4-e][1,2,4]triazolo[1,5-a]pyrimidine remains. Reactants: C1(=CC=CC=C1)C=1N=C(OC1C1=CC=CC=C1)[C@@H]1NCCC1 ((2R)-2-(4,5-diphenyloxazol-2-yl)pyrrolidine), BrCC=1C=C(C=CC1)OCC(=O)OCC (3-bromomethyl-1-ethoxycarbonylmethoxybenzene), C(=O)([O-])[O-].[K+].[K+] (K2CO3). Run in CN(C=O)C (N,N-dimethylformamide). Run at time 2 hour. Yields the product C1(=CC=CC=C1)C=1N=C(OC1C1=CC=CC=C1)[C@@H]1N(CCC1)CC1=CC(=CC=C1)OCC(=O)OCC ((2R)-2-(4,5-diphenyloxazol-2-yl)-1(3-ethoxycarbonylmethoxybenzyl)pyrrolidine). Isolated yield 40.6%. Reaction SMILES: [C:1]1([C:7]2[N:8]=[C:9]([C@H:18]3[CH2:22][CH2:21][CH2:20][NH:19]3)[O:10][C:11]=2[C:12]2[CH:17]=[CH:16][CH:15]=[CH:14][CH:13]=2)[CH:6]=[CH:5][CH:4]=[CH:3][CH:2]=1.Br[CH2:24][C:25]1[CH:26]=[C:27]([O:31][CH2:32][C:33]([O:35][CH2:36][CH3:37])=[O:34])[CH:28]=[CH:29][CH:30]=1.C([O-])([O-])=O.[K+].[K+]>CN(C)C=O>[C:1]1([C:7]2[N:8]=[C:9]([C@H:18]3[CH2:22][CH2:21][CH2:20][N:19]3[CH2:24][C:25]3[CH:30]=[CH:29][CH:28]=[C:27]([O:31][CH2:32][C:33]([O:35][CH2:36][CH3:37])=[O:34])[CH:26]=3)[O:10][C:11]=2[C:12]2[CH:17]=[CH:16][CH:15]=[CH:14][CH:13]=2)[CH:2]=[CH:3][CH:4]=[CH:5][CH:6]=1 |f:2.3.4|. Reported procedure: To a solution of (2R)-2-(4,5-diphenyloxazol-2-yl)pyrrolidine (400 mg) and 3-bromomethyl-1-ethoxycarbonylmethoxybenzene (0.76 g) in N,N-dimethylformamide (10 ml) was added K2CO3 (1 g) at room temperature. The mixture was stirred for 2 hours at the same temperature and then partitioned between ethyl acetate and water. The organic layer was washed with water, sat. NaHCO3, and brine. The dried solvent was evaporated in vacuo and the residue was purified by chromatography on silica gel to give (2R)-2... Reactants: ClC1=NC=CN=C1OCCOC1=C(C=CC=C1)Cl (2-chloro-3-[2-(2-chlorophenoxy)ethoxy]pyrazine), C(C)N1CCNCC1 (N-ethylpiperazine). Yields the product C(C)N1CCN(CC1)C=1C(=NC=CN1)OCCOC1=C(C=CC=C1)Cl (2-(2-Chlorophenoxy)ethyl 3-(4-ethyl-1-piperazinyl)-2-pyrazinyl ether). As a reaction SMILES: Cl[C:2]1[C:7]([O:8][CH2:9][CH2:10][O:11][C:12]2[CH:17]=[CH:16][CH:15]=[CH:14][C:13]=2[Cl:18])=[N:6][CH:5]=[CH:4][N:3]=1.[CH2:19]([N:21]1[CH2:26][CH2:25][NH:24][CH2:23][CH2:22]1)[CH3:20]>>[CH2:19]([N:21]1[CH2:26][CH2:25][N:24]([C:2]2[C:7]([O:8][CH2:9][CH2:10][O:11][C:12]3[CH:17]=[CH:16][CH:15]=[CH:14][C:13]=3[Cl:18])=[N:6][CH:5]=[CH:4][N:3]=2)[CH2:23][CH2:22]1)[CH3:20]. Reported procedure: The title compound was prepared in an analogous manner to Example 4, Step 2, starting from 2-chloro-3-[2-(2-chlorophenoxy)ethoxy]pyrazine* (150 mg, 0.53 mmol) and N-ethylpiperazine (221 mg, 1.93 mmol) with the exception that a final extraction step between EtOAc and 5% aqueous NaOH was carried out. This gave 100 mg (52%) of the title product. Anal. (C18H24C14O2) C, H, N As a reaction SMILES: [Si]([O:8][CH2:9][C@H:10]1[O:14][C@@H:13]([N:15]2[CH:23]=[C:21](C)[C:19](=[O:20])[NH:18][C:16]2=[O:17])[CH2:12][C@@H:11]1[OH:24])(C(C)(C)C)(C)C.C1(P(C2C=CC=CC=2)C2C=CC=CC=2)C=CC=CC=1.O[N:45]1[C:49](=[O:50])[C:48]2=[CH:51][CH:52]=[CH:53][CH:54]=[C:47]2[C:46]1=[O:55].CC(OC(/N=N/C(OC(C)C)=O)=O)C>C1COCC1.CCOCC>[C:49]1(=[O:50])[N:45]([O:8][CH2:9][C@H:10]2[O:14][C@@H:13]([N:15]3[CH:23]=[CH:21][C:19](=[O:20])[NH:18][C:16]3=[O:17])[CH2:12][C@@H:11]2[OH:24])[C:46](=[O:55])[C:47]2=[CH:54][CH:53]=[CH:52][CH:51]=[C:48]12. Run in hexanes, hexanes, CCOCC (Et2O), CCOCC (Et2O), C1CCOC1 (THF). Starting materials: [Si](C)(C)(C(C)(C)C)OC[C@@H]1[C@H](C[C@@H](O1)N1C(=O)NC(=O)C(C)=C1)O (5'-O-t-butyldimethylsilylthymidine), CC(C)OC(=O)/N=N/C(=O)OC(C)C (diisopropylazodicarboxylate), C1(=CC=CC=C1)P(C1=CC=CC=C1)C1=CC=CC=C1 (triphenylphosphine), ON1C(C=2C(C1=O)=CC=CC2)=O (N-hydroxyphthalimide). Conditions: temperature 0 celsius. Procedure: To a solution of 5'-O-t-butyldimethylsilylthymidine [1, 21.36 g, 60 mmol, prepared according to the procedure of Nair, et al., Org. Prep. Procedures Int. 1990, 22, 57 in dry THF (750 ml)], triphenylphosphine (17.28 g, 66 mmol) and N-hydroxyphthalimide (10.74 g, 66 mmol) were added. The solution was cooled to 0° C. and diisopropylazodicarboxylate (15.15 g, 75 mmol) was added dropwise over a period of 3 hr while stirring under nitrogen. The reaction mixture was then stirred at room temperature for... Isolated yield 62.0%. The product is C1(C=2C(C(N1OC[C@@H]1[C@H](C[C@@H](O1)N1C(=O)NC(=O)C=C1)O)=O)=CC=CC2)=O (2'-deoxy-5'-O-phthalimidouridine). Reactants: CO, [K+], C1COCCO1, [OH-], COC(=O)c1ccc2cc(C(=O)OC)ccc2c1. Product: COC(=O)c1ccc2cc(C(=O)O)ccc2c1. RXN SMILES: [CH3:27][OH:28].[K+:20].[O:21]1[CH2:22][CH2:23][O:24][CH2:25][CH2:26]1.[OH-:19].[cH:1]1[c:2]([C:15](=[O:16])[O:17][CH3:18])[cH:3][cH:4][c:5]2[cH:6][c:7]([C:11](=[O:12])[O:13][CH3:14])[cH:8][cH:9][c:10]12>>[cH:1]1[c:2]([C:15](=[O:16])[OH:17])[cH:3][cH:4][c:5]2[cH:6][c:7]([C:11](=[O:12])[O:13][CH3:14])[cH:8][cH:9][c:10]12. Reactants: C1=CC(=CC(=C1)O)C[C@@H](C(=O)O)N (L-m-tyrosine), C=O (formalin). Procedure details: To 61.5 g of D, L-m-tyrosine suspended in 250 ml of 0.05N sulfuric acid aqueous solution, 48 ml of 37% formalin aqueous solution was added dropwise. The reaction mixture was stirred at 70° C. for 12 hours, and subjected to crystallization under ice cooling for 2 hours. The obtained crystal were filtered off, and dried at 60° C. under reduced pressure to obtain 65.6 g of Compound 1 (yield 100%). Compound 1 thus obtained was dissolved in an aqueous solution of 2N sodium hydroxide, and was then adj... Solvent: S(O)(O)(=O)=O (sulfuric acid). The yield is 100.0%. Product: OC=1C=C2CC(NCC2=CC1)C(=O)O ((+) -6-Hydroxy-1,2,3,4-tetrahydroisoquinoline-3-carboxylic Acid). Run at temperature 70 celsius, time 12 hour. As a reaction SMILES: [CH:1]1[CH:6]=[C:5]([OH:7])[CH:4]=[C:3]([CH2:8][C@H:9]([NH2:13])[C:10]([OH:12])=[O:11])[CH:2]=1.[CH2:14]=O>S(=O)(=O)(O)O>[OH:7][C:5]1[CH:4]=[C:3]2[C:2](=[CH:1][CH:6]=1)[CH2:14][NH:13][CH:9]([C:10]([OH:12])=[O:11])[CH2:8]2.